This data is from the Open Reaction Database (ORD), a public repository of structured organic reaction records. The task is: describe an organic reaction: reactants, conditions, products, and yield Starting materials: C1(=CC=C(C=C1)S(=O)(=O)N1[C@@H](CSCC1)C(=O)O)C ((3R)-4-(4-toluenesulfonyl)thiomorpholine-3-carboxylic acid), O(C1=CC=CC=C1)CCCO ((3-phenoxy)-propanol), C1CCC(CC1)N=C=NC2CCCCC2 (DCC). Reagents/catalysts: CN(C)C=1C=CN=CC1 (DMAP). The solvent is C(Cl)Cl (CH2Cl2). Run at time 24 hour. The product is O(C1=CC=CC=C1)CCCOC(=O)[C@H]1N(CCSC1)S(=O)(=O)C1=CC=C(C=C1)C ((3R)-4-(4-toluenesulfonyl)thiomorpholine-3-carboxylic acid (3-phenoxy)-propyl ester). Yield: 89.5%. RXN SMILES: [C:1]1([CH3:19])[CH:6]=[CH:5][C:4]([S:7]([N:10]2[CH2:15][CH2:14][S:13][CH2:12][C@H:11]2[C:16]([OH:18])=[O:17])(=[O:9])=[O:8])=[CH:3][CH:2]=1.[O:20]([CH2:27][CH2:28][CH2:29]O)[C:21]1[CH:26]=[CH:25][CH:24]=[CH:23][CH:22]=1.C1CCC(N=C=NC2CCCCC2)CC1>CN(C1C=CN=CC=1)C.C(Cl)Cl>[O:20]([CH2:27][CH2:28][CH2:29][O:17][C:16]([C@@H:11]1[CH2:12][S:13][CH2:14][CH2:15][N:10]1[S:7]([C:4]1[CH:3]=[CH:2][C:1]([CH3:19])=[CH:6][CH:5]=1)(=[O:9])=[O:8])=[O:18])[C:21]1[CH:26]=[CH:25][CH:24]=[CH:23][CH:22]=1. Procedure: 0.301 g (1 mmol) of (3R)-4-(4-toluenesulfonyl)thiomorpholine-3-carboxylic acid, 0.190 g (1.5 mmol) of (3-phenoxy)-propanol, 0.088 g (0.33 mmol) of CAS, 0.227 g (1.2 mmol) of DCC and 0.04 g (0.33 mmol) of DMAP were dissolved in 15 mL of CH2Cl2. The mixture was stirred for 24 h at room temperature. The solid was filtrated and the solvent was evaporated. The residual was dissolved in a suitable amount of ethyl acetate (20 ml) and then the mixture was filtered to remove insoluble substance. The ethy... Starting materials: ice water, [H-].[Na+] (sodium hydride), IC (iodomethane), [N+](=O)([O-])C=1C=C(N)C=CC1 (3-nitroaniline), CN(C=O)C (N,N-dimethylformamide). Run at time 4 hour. Yields the product CN(C1=CC(=CC=C1)[N+](=O)[O-])C (N,N-Dimethyl-3-nitroaniline). The yield is 86.0%. RXN SMILES: [N+:1]([C:4]1[CH:5]=C([CH:8]=[CH:9][CH:10]=1)N)([O-:3])=[O:2].[H-].[Na+].IC.[CH3:15][N:16]([CH3:19])[CH:17]=O>>[CH3:15][N:16]([CH3:19])[C:17]1[CH:8]=[CH:9][CH:10]=[C:4]([N+:1]([O-:3])=[O:2])[CH:5]=1 |f:1.2|. Procedure details: 3-nitroaniline (1.0 g, 7.25 mmol) was dissolved in N,N-dimethylformamide (50 ml), added with sodium hydride (1.7 g, 21.7 mmol) and iodomethane (2.7 ml, 21.7 mmol) at 0° C. The resulting mixture was stirred for 4 hours at room temperature and poured into ice water. The mixture was extracted with ethyl acetate, dried over anhydrous magnesium sulfate, and concentrated to dryness. The residue was then purified by flash column chromatography (hexane:ethyl acetate=1:1) to obtain the title compound (2.... The reactants are C=CCNS(=O)(=O)c1cc(-c2sc(NC(C)=O)nc2C)c(Br)s1, [Li]CCCC, C1CCOC1, O. Yields the product C=CCNS(=O)(=O)c1cc(-c2sc(NC(C)=O)nc2C)cs1. RXN SMILES: [CH2:1]([CH:2]=[CH2:3])[NH:4][S:5](=[O:6])(=[O:7])[c:8]1[cH:9][c:10](-[c:14]2[c:15]([CH3:23])[n:16][c:17]([NH:19][C:20]([CH3:21])=[O:22])[s:18]2)[c:11]([Br:13])[s:12]1.[CH2:24]([Li:25])[CH2:26][CH2:27][CH3:28].[CH2:30]1[O:31][CH2:32][CH2:33][CH2:34]1.[OH2:29]>>[CH2:1]([CH:2]=[CH2:3])[NH:4][S:5](=[O:6])(=[O:7])[c:8]1[cH:9][c:10](-[c:14]2[c:15]([CH3:23])[n:16][c:17]([NH:19][C:20]([CH3:21])=[O:22])[s:18]2)[cH:11][s:12]1.